This data is from the Open Reaction Database (ORD), a public repository of structured organic reaction records. The task is: describe an organic reaction: reactants, conditions, products, and yield The reactants are [H-].[Na+] (sodium hydride), O (water), BrC1=CC(=C(C=C1)O)CC (4-bromo-2-ethylphenol), C(C)OCCl (ethoxymethyl chloride). Run in CN(C)C=O (DMF), CN(C)C=O (DMF). Run at time 30 minute. Product: BrC1=CC(=C(C=C1)OCOCC)CC (4-Bromo-1-ethoxymethoxy-2-ethylbenzene). As a reaction SMILES: [Br:1][C:2]1[CH:7]=[CH:6][C:5]([OH:8])=[C:4]([CH2:9][CH3:10])[CH:3]=1.[H-].[Na+].[CH2:13]([O:15][CH2:16]Cl)[CH3:14].O>CN(C=O)C>[Br:1][C:2]1[CH:7]=[CH:6][C:5]([O:8][CH2:16][O:15][CH2:13][CH3:14])=[C:4]([CH2:9][CH3:10])[CH:3]=1 |f:1.2|. Procedure details: 24.5 g (121 mmol) of 4-bromo-2-ethylphenol are dissolved in 150 ml of DMF, and this solution is slowly added to a suspension of 5.3 g (133 mmol) of sodium hydride in 50 ml of DMF. The medium is stirred for 30 minutes, and then 12.4 ml (133 mmol) of ethoxymethyl chloride are added. The reaction medium is stirred for 4 hours at room temperature, and then poured into water and extracted with ethyl acetate. The organic phases are washed with water, and the residue obtained after drying and concentra...